describe an organic reaction: reactants, conditions, products, and yield From a dataset of the Open Reaction Database (ORD), a public repository of structured organic reaction records. The reactants are OCc1cnn(Cc2ccccc2)c1, ClCCl. Yields the product O=Cc1cnn(Cc2ccccc2)c1. Reaction SMILES: [CH2:1]([c:2]1[cH:3][cH:4][cH:5][cH:6][cH:7]1)[n:8]1[n:9][cH:10][c:11]([CH2:13][OH:14])[cH:12]1.[Cl:15][CH2:16][Cl:17]>>[CH2:1]([c:2]1[cH:3][cH:4][cH:5][cH:6][cH:7]1)[n:8]1[n:9][cH:10][c:11]([CH:13]=[O:14])[cH:12]1. The reactants are CC(C)(C)OC(=O)NCCCO, CCOCC, ClCCl. Yields the product CC(C)(C)OC(=O)NCCC=O. RXN SMILES: [C:1]([CH3:2])([CH3:3])([CH3:4])[O:5][C:6]([NH:7][CH2:8][CH2:9][CH2:10][OH:11])=[O:12].[CH3:16][CH2:17][O:18][CH2:19][CH3:20].[Cl:13][CH2:14][Cl:15]>>[C:1]([CH3:2])([CH3:3])([CH3:4])[O:5][C:6]([NH:7][CH2:8][CH2:9][CH:10]=[O:11])=[O:12]. Yields the product C(=O)OC=1C(=C(C2=C(SC(O2)CCCI)C1C)C)C (5-formyloxy-2-(3-iodopropyl)-4,6,7-trimethyl-1,3-benzoxathiole). Starting materials: O (water), C1(=CC=CC=C1)P(C1=CC=CC=C1)C1=CC=CC=C1 (triphenylphosphine), II (iodine), CN(C=O)C (dimethylformamide), OC=1C(=C(C2=C(SC(O2)CCCO)C1C)C)C (3-(5-Hydroxy-4,6,7-trimethyl-1,3-benzoxathiole-2-yl)-propanol). Procedure: 1.5 g of triphenylphosphine and 1.5 g of iodine were dissolved in 5 ml of dimethylformamide, and the solution was stirred for 30 minutes at room temperature, after which 0.5 g of 3-(5-hydroxy-4,6,7-trimethyl-1,3-benzoxathiole-2-yl)propanol (prepared as described in Example 71) was added, and the reaction mixture was allowed to react for 20 hours at room temperature. The reaction mixture was then poured into water and extracted with benzene. The extract was washed with water and dried over anhydr... Run at time 30 minute. Solvent: C1=CC=CC=C1 (benzene), C1CCCCC1 (cyclohexane). Reaction SMILES: C1(P(C2C=CC=CC=2)C2C=CC=CC=2)C=CC=CC=1.[I:20]I.[OH:22][C:23]1[C:24]([CH3:38])=[C:25]([CH3:37])[C:26]2[O:30][CH:29]([CH2:31][CH2:32][CH2:33]O)[S:28][C:27]=2[C:35]=1[CH3:36].O.CN(C)[CH:42]=[O:43]>C1C=CC=CC=1.C1CCCCC1>[CH:42]([O:22][C:23]1[C:24]([CH3:38])=[C:25]([CH3:37])[C:26]2[O:30][CH:29]([CH2:31][CH2:32][CH2:33][I:20])[S:28][C:27]=2[C:35]=1[CH3:36])=[O:43].